This data is from the Open Reaction Database (ORD), a public repository of structured organic reaction records. The task is: describe an organic reaction: reactants, conditions, products, and yield Starting materials: ClC1=NC2=CC(=C(C=C2C(=C1C1=NN=NN1)C1=CC=CC=C1)Cl)F (2,6-Dichloro-7-fluoro-4-phenyl-3-(1H-tetrazol-5-yl)-quinoline), Cl.FC1(CNC1)F (3,3-difluoroazetidine hydrochloride). Run in C(C)N(CC)CC (triethylamine). Product: ClC=1C=C2C(=C(C(=NC2=CC1F)N1CC(C1)(F)F)C=1N=NNN1)C1=CC=CC=C1 (6-Chloro-2-(3,3-difluoroazetidin-1-yl)-7-fluoro-4-phenyl-3-(2H-tetrazol-5-yl)quinoline). As a reaction SMILES: Cl[C:2]1[C:11]([C:12]2[NH:16][N:15]=[N:14][N:13]=2)=[C:10]([C:17]2[CH:22]=[CH:21][CH:20]=[CH:19][CH:18]=2)[C:9]2[C:4](=[CH:5][C:6]([F:24])=[C:7]([Cl:23])[CH:8]=2)[N:3]=1.Cl.[F:26][C:27]1([F:31])[CH2:30][NH:29][CH2:28]1>C(N(CC)CC)C>[Cl:23][C:7]1[CH:8]=[C:9]2[C:4](=[CH:5][C:6]=1[F:24])[N:3]=[C:2]([N:29]1[CH2:30][C:27]([F:31])([F:26])[CH2:28]1)[C:11]([C:12]1[N:13]=[N:14][NH:15][N:16]=1)=[C:10]2[C:17]1[CH:18]=[CH:19][CH:20]=[CH:21][CH:22]=1 |f:1.2|. Procedure: The title compound was prepared in analogy to example 102 step C from 2,6-dichloro-7-fluoro-4-phenyl-3-(1H-tetrazol-5-yl)-quinoline (prepared as described in example 107 step B), 3,3-difluoroazetidine hydrochloride and triethylamine. Light brown solid. MS (ESI): 417.4 (M+H)+. Reactants: COCCCC1(CCC2(OCCO2)CC1)N(C)C ([8-(3-methoxypropyl)-1,4-dioxa-spiro[4.5]dec-8-yl]-dimethylamine), Cl (HCl). Solvent: O (water). Reaction conditions: time 3 day. Product: CN(C1(CCC(CC1)=O)CCCOC)C (4-dimethylamino-4-(3-methoxypropyl)-cyclohexanone). Reaction SMILES: [CH3:1][O:2][CH2:3][CH2:4][CH2:5][C:6]1([N:16]([CH3:18])[CH3:17])[CH2:15][CH2:14][C:9]2(OCC[O:10]2)[CH2:8][CH2:7]1.Cl>O>[CH3:18][N:16]([CH3:17])[C:6]1([CH2:5][CH2:4][CH2:3][O:2][CH3:1])[CH2:7][CH2:8][C:9](=[O:10])[CH2:14][CH2:15]1. Reported procedure: [8-(3-methoxypropyl)-1,4-dioxa-spiro[4.5]dec-8-yl]-dimethylamine (8.11 g, 31.5 mmole) was dissolved in water (12 ml), conc. HCl (19.5 ml) was added while cooling with ice, and the reaction mixture was stirred for 3 days at room temperature. The reaction mixture was washed with ether (2×75 ml). The solution was then made alkaline with 5N NaOH and extracted with dichloromethane (3×75 ml). The combined organic phases were washed with water (75 ml), dried over Na2SO4, filtered, and the solvent was r...